Dataset: the Open Reaction Database (ORD), a public repository of structured organic reaction records. Task: describe an organic reaction: reactants, conditions, products, and yield Starting materials: aqueous solution, [Li+].[OH-] (LiOH), COC1=CC=C(CNC2=NC3=CC=C(C=C3C=C2/C=C(/C(=O)OCC)\C)Br)C=C1 ((E)-ethyl 3-(2-(4-methoxybenzylamino)-6-bromoquinolin-3-yl)-2-methylacrylate), COC1=CC=C(CNC2=NC3=CC=C(C=C3C=C2/C=C(/C(=O)OCC)\C)Br)C=C1 ((E)-ethyl 3-(2-(4-methoxybenzylamino)-6-bromoquinolin-3-yl)-2-methylacrylate), C1CCOC1 (THF). Run in CO (MeOH). Reaction conditions: time 1 hour. The product is COC1=CC=C(CNC2=NC3=CC=C(C=C3C=C2/C=C(/C(=O)O)\C)Br)C=C1 ((E)-3-(2-(4-methoxybenzylamino)-6-bromoquinolin-3-yl)-2-methylacrylic acid). RXN SMILES: [Li+].[OH-].[CH3:3][O:4][C:5]1[CH:31]=[CH:30][C:8]([CH2:9][NH:10][C:11]2[C:20](/[CH:21]=[C:22](\[CH3:28])/[C:23]([O:25]CC)=[O:24])=[CH:19][C:18]3[C:13](=[CH:14][CH:15]=[C:16]([Br:29])[CH:17]=3)[N:12]=2)=[CH:7][CH:6]=1.C1COCC1>CO>[CH3:3][O:4][C:5]1[CH:6]=[CH:7][C:8]([CH2:9][NH:10][C:11]2[C:20](/[CH:21]=[C:22](\[CH3:28])/[C:23]([OH:25])=[O:24])=[CH:19][C:18]3[C:13](=[CH:14][CH:15]=[C:16]([Br:29])[CH:17]=3)[N:12]=2)=[CH:30][CH:31]=1 |f:0.1|. Reported procedure: Lithium chloride (2.41 g, 56.7 mmol) is stirred 4 h in MeCN (300 mL). To the cloudy solution was added 2-(4-methoxybenzylamino)-6-bromoquinoline-3-carbaldehyde 7 (10.5 g, 28.4 mmol, prepared as in scheme II), ethyl 2-(diethoxyphosphoryl)propanoate (7.4 L, 34.0 mmol) and 2,3,4,6,7,8,9,10-octahydropyrimido[1,2-a]azepine (4.3 ml, 28.4 mmol) and the reaction is stirred 12 h. The reaction is partitioned between 10% sodium carbonate solution and EtOAc. The aqueous layer is extracted with EtOAc and the...